This data is from the Open Reaction Database (ORD), a public repository of structured organic reaction records. The task is: describe an organic reaction: reactants, conditions, products, and yield Reactants: BrB(Br)Br, ClCCl, CO, COC(=O)c1sc2cc(OC)ccc2c1C. The product is COC(=O)c1sc2cc(O)ccc2c1C. RXN SMILES: [B:1]([Br:2])([Br:3])[Br:4].[CH2:23]([Cl:24])[Cl:25].[CH3:21][OH:22].[CH3:5][O:6][C:7](=[O:8])[c:9]1[c:10]([CH3:20])[c:11]2[c:12]([s:13]1)[cH:14][c:15]([O:18][CH3:19])[cH:16][cH:17]2>>[CH3:5][O:6][C:7](=[O:8])[c:9]1[c:10]([CH3:20])[c:11]2[c:12]([s:13]1)[cH:14][c:15]([OH:18])[cH:16][cH:17]2. Starting materials: C, CCNC(=O)c1ccc(-n2nnc(C(=O)NC3CC3)c2COCc2ccccc2)c(OCc2ccccc2)c1, CO, [Pd]. Yields the product CCNC(=O)c1ccc(-n2nnc(C(=O)NC3CC3)c2COCc2ccccc2)c(O)c1. RXN SMILES: [C:42].[CH2:1]([c:2]1[cH:3][cH:4][cH:5][cH:6][cH:7]1)[O:8][c:9]1[c:10](-[n:20]2[n:21][n:22][c:23]([C:34](=[O:35])[NH:36][CH:37]3[CH2:38][CH2:39]3)[c:24]2[CH2:25][O:26][CH2:27][c:28]2[cH:29][cH:30][cH:31][cH:32][cH:33]2)[cH:11][cH:12][c:13]([C:15](=[O:16])[NH:17][CH2:18][CH3:19])[cH:14]1.[CH3:40][OH:41].[Pd:43]>>[OH:8][c:9]1[c:10](-[n:20]2[n:21][n:22][c:23]([C:34](=[O:35])[NH:36][CH:37]3[CH2:38][CH2:39]3)[c:24]2[CH2:25][O:26][CH2:27][c:28]2[cH:29][cH:30][cH:31][cH:32][cH:33]2)[cH:11][cH:12][c:13]([C:15](=[O:16])[NH:17][CH2:18][CH3:19])[cH:14]1. Reactants: C1CO1, [Li]CCCC, C1CCOC1, CCOCn1c(C)nc2c(N(Cc3ccccc3)Cc3ccccc3)nc3ccccc3c21. Product: CCOCn1c(CCCO)nc2c(N(Cc3ccccc3)Cc3ccccc3)nc3ccccc3c21. RXN SMILES: [CH2:39]1[CH2:40][O:41]1.[Li:34][CH2:35][CH2:36][CH2:37][CH3:38].[O:42]1[CH2:43][CH2:44][CH2:45][CH2:46]1.[c:1]1([CH2:7][N:8]([c:9]2[n:10][c:11]3[cH:12][cH:13][cH:14][cH:15][c:16]3[c:17]3[c:18]2[n:19][c:20]([CH3:26])[n:21]3[CH2:22][O:23][CH2:24][CH3:25])[CH2:27][c:28]2[cH:29][cH:30][cH:31][cH:32][cH:33]2)[cH:2][cH:3][cH:4][cH:5][cH:6]1>>[c:1]1([CH2:7][N:8]([c:9]2[n:10][c:11]3[cH:12][cH:13][cH:14][cH:15][c:16]3[c:17]3[c:18]2[n:19][c:20]([CH2:26][CH2:39][CH2:40][OH:41])[n:21]3[CH2:22][O:23][CH2:24][CH3:25])[CH2:27][c:28]2[cH:29][cH:30][cH:31][cH:32][cH:33]2)[cH:2][cH:3][cH:4][cH:5][cH:6]1.